This data is from the Open Reaction Database (ORD), a public repository of structured organic reaction records. The task is: describe an organic reaction: reactants, conditions, products, and yield The product is Cc1oc(C(C)(C)C)cc1-c1cc(NC=C2C(=O)Nc3ccccc32)n(C)n1. As a reaction SMILES: [C:19]([CH3:20])([CH3:21])([CH3:22])[c:23]1[cH:24][c:25](-[c:29]2[cH:30][c:31]([NH2:35])[n:32]([CH3:34])[n:33]2)[c:26]([CH3:28])[o:27]1.[NH2:1][c:2]1[cH:3][cH:4][nH:5][n:6]1.[O:36]1[CH2:37][CH2:38][CH2:39][CH2:40]1.[OH:7][CH:8]=[C:9]1[C:10](=[O:18])[NH:11][c:12]2[cH:13][cH:14][cH:15][cH:16][c:17]21>>[CH:8](=[C:9]1[C:10](=[O:18])[NH:11][c:12]2[cH:13][cH:14][cH:15][cH:16][c:17]21)[NH:35][c:31]1[cH:30][c:29](-[c:25]2[cH:24][c:23]([C:19]([CH3:20])([CH3:21])[CH3:22])[o:27][c:26]2[CH3:28])[n:33][n:32]1[CH3:34]. Reactants: Cc1oc(C(C)(C)C)cc1-c1cc(N)n(C)n1, Nc1cc[nH]n1, C1CCOC1, O=C1Nc2ccccc2C1=CO. Reactants: solid, Cl.Cl.Cl.O1CCC=2C(=NC=CC21)N2CCN(CC2)CC[C@@H]2CC[C@H](CC2)N (trans-4-{2-[4-(2,3-dihydrofuro[3,2-c]pyridin-4-yl)-piperazin-1-yl]-ethyl}-cyclohexanamine trihydrochloride), Cl.Cl.Cl.O1CCC=2C(=NC=CC21)N2CCN(CC2)CC[C@@H]2CC[C@H](CC2)N (trans-4-{2-[4-(2,3-dihydrofuro[3,2-c]pyridin-4-yl)-piperazin-1-yl]-ethyl}-cyclohexanamine trihydrochloride), CC(CC(=O)O)(C)C (3,3-dimethyl-butyric acid). Yields the product O1CCC=2C(=NC=CC21)N2CCN(CC2)CC[C@@H]2CC[C@H](CC2)NC(CC(C)(C)C)=O (trans-N-(4-{2-[4-(2,3-Dihydro-furo[3,2-c]pyridin-4-yl)-piperazin-1-yl]-ethyl}-cyclohexyl)-3,3-dimethyl-butyramide). As a reaction SMILES: Cl.Cl.Cl.[O:4]1[C:12]2[CH:11]=[CH:10][N:9]=[C:8]([N:13]3[CH2:18][CH2:17][N:16]([CH2:19][CH2:20][C@H:21]4[CH2:26][CH2:25][C@H:24]([NH2:27])[CH2:23][CH2:22]4)[CH2:15][CH2:14]3)[C:7]=2[CH2:6][CH2:5]1.[CH3:28][C:29]([CH3:35])([CH3:34])[CH2:30][C:31](O)=[O:32]>>[O:4]1[C:12]2[CH:11]=[CH:10][N:9]=[C:8]([N:13]3[CH2:18][CH2:17][N:16]([CH2:19][CH2:20][C@H:21]4[CH2:26][CH2:25][C@H:24]([NH:27][C:31](=[O:32])[CH2:30][C:29]([CH3:35])([CH3:34])[CH3:28])[CH2:23][CH2:22]4)[CH2:15][CH2:14]3)[C:7]=2[CH2:6][CH2:5]1 |f:0.1.2.3|. Procedure: The title compound, white solid (87 mg, 81%), MS (ISP) m/z=429.4 [(M+H)+], mp 192.5° C., was prepared in accordance with the general method of example 32 from trans-4-{2-[4-(2,3-dihydrofuro[3,2-c]pyridin-4-yl)-piperazin-1-yl]-ethyl}-cyclohexanamine trihydrochloride (intermediate C) (110 mg, 0.25 mmol) and 3,3-dimethyl-butyric acid. The product is ClCCCC(C(=O)NNC(=O)OC(C)(C)C)C1=CC(=C(C(=C1)F)F)F (tert-butyl N′-[5-chloro-2-(3,4,5-trifluorophenyl)pentanoyl]hydrazinecarboxylate), N1(N=NC2=C1C=CC=C2)OCCCC(C(=O)NNC(=O)OC(C)(C)C)C2=CC(=C(C(=C2)F)F)F (tert-butyl N′-[5-(benzotriazol-1-yloxy)-2-(3,4,5-trifluorophenyl)pentanoyl]hydrazinecarboxylate). Run in C(C)(=O)OCC (Ethyl acetate), C(CCl)Cl (EDC), CN(C)C=O (DMF). Reactants: O.C([O-])(O)=O.[Na+] (sodium bicarbonate water), C(C)(C)N(CC)C(C)C (IPEA), C=1C=CC2=C(C1)N=NN2O (HOBT), ClCCCC(C(=O)O)C1=CC(=C(C(=C1)F)F)F (5-chloro-2-(3,4,5-trifluorophenyl)pentanoic acid), C(NN)(=O)OC(C)(C)C (tert-butyl carbazate). Procedure details: IPEA (1.7 mL), HOBT (851 mg) and EDC (1.2 g) were added to a solution of 5-chloro-2-(3,4,5-trifluorophenyl)pentanoic acid (840 mg) synthesized according to the method described in Tetrahedron Letters, 2003, vol. 44, p. 365 and tert-butyl carbazate (500 mg) in DMF (5 mL), and the reaction solution was stirred at room temperature for 23 hours. Ethyl acetate and saturated sodium bicarbonate water were added to the reaction solution, and the organic layer was separated. The resulting organic layer w... Reaction SMILES: C(N(C(C)C)CC)(C)C.[CH:10]1[CH:11]=[CH:12][C:13]2[N:18]([OH:19])[N:17]=[N:16][C:14]=2[CH:15]=1.[Cl:20][CH2:21][CH2:22][CH2:23][CH:24]([C:28]1[CH:33]=[C:32]([F:34])[C:31]([F:35])=[C:30]([F:36])[CH:29]=1)[C:25]([OH:27])=[O:26].[C:37]([O:41][C:42]([CH3:45])([CH3:44])[CH3:43])(=[O:40])[NH:38][NH2:39].O.C(=O)(O)[O-].[Na+]>CN(C=O)C.C(OCC)(=O)C.C(Cl)CCl>[Cl:20][CH2:21][CH2:22][CH2:23][CH:24]([C:28]1[CH:33]=[C:32]([F:34])[C:31]([F:35])=[C:30]([F:36])[CH:29]=1)[C:25]([NH:39][NH:38][C:37]([O:41][C:42]([CH3:45])([CH3:44])[CH3:43])=[O:40])=[O:27].[N:18]1([O:19][CH2:21][CH2:22][CH2:23][CH:24]([C:28]2[CH:29]=[C:30]([F:36])[C:31]([F:35])=[C:32]([F:34])[CH:33]=2)[C:25]([NH:39][NH:38][C:37]([O:41][C:42]([CH3:45])([CH3:44])[CH3:43])=[O:40])=[O:26])[C:13]2[CH:12]=[CH:11][CH:10]=[CH:15][C:14]=2[N:16]=[N:17]1 |f:4.5.6|. The reactants are OC1=C(C=O)C=C(C=C1)OC (2-Hydroxy-5-methoxy-benzaldehyde), C([O-])([O-])=O.[K+].[K+] (potassium carbonate), BrCC(=O)OC (methyl bromoacetate). Solvent: CN(C)C=O (DMF). Reaction conditions: time 4 hour. The product is COC=1C=CC2=C(C=C(O2)C(=O)OC)C1 (Methyl 5-methoxybenzofuran-2-carboxylate). As a reaction SMILES: [OH:1][C:2]1[CH:9]=[CH:8][C:7]([O:10][CH3:11])=[CH:6][C:3]=1[CH:4]=O.C(=O)([O-])[O-].[K+].[K+].Br[CH2:19][C:20]([O:22][CH3:23])=[O:21]>CN(C=O)C>[CH3:11][O:10][C:7]1[CH:8]=[CH:9][C:2]2[O:1][C:19]([C:20]([O:22][CH3:23])=[O:21])=[CH:4][C:3]=2[CH:6]=1 |f:1.2.3|. Procedure: 2-Hydroxy-5-methoxy-benzaldehyde (10 g, 65.8 mmol) was stirred in DMF (90 mL) with potassium carbonate (23 g, 0.17 mol) under nitrogen, then methyl bromoacetate was added dropwise. The mixture was stirred at room temperature for 4 h. The reaction was then heated to 80° C. for 18 h. The reaction was allowed to cool then poured onto ice water (200 mL) and the resulting brown suspension was allowed to stir for 30 min. After this time the solid was collected by filtration and washed with water. The ... Reactants: CCOc1cc(NC(=O)OC(C)(C)C)c(NC(=O)CC(=O)c2cccc(-c3ccnc(C(C)C)c3)c2)cc1C(F)(F)F, ClCCl, O=C(O)C(F)(F)F. Product: CCOc1cc2c(cc1C(F)(F)F)NC(=O)CC(c1cccc(-c3ccnc(C(C)C)c3)c1)=N2. As a reaction SMILES: [C:1]([O:2][C:3](=[O:4])[NH:7][c:8]1[c:9]([NH:21][C:22]([CH2:23][C:24](=[O:5])[c:26]2[cH:27][c:28](-[c:32]3[cH:33][c:34]([CH:38]([CH3:39])[CH3:40])[n:35][cH:36][cH:37]3)[cH:29][cH:30][cH:31]2)=[O:41])[cH:10][c:11]([C:17]([F:18])([F:19])[F:20])[c:12]([O:14][CH2:15][CH3:16])[cH:13]1)([CH3:6])([CH3:25])[CH3:42].[Cl:50][CH2:51][Cl:52].[F:43][C:44]([F:45])([F:46])[C:47]([OH:48])=[O:49]>>[N:7]1=[C:24]([c:26]2[cH:27][c:28](-[c:32]3[cH:33][c:34]([CH:38]([CH3:39])[CH3:40])[n:35][cH:36][cH:37]3)[cH:29][cH:30][cH:31]2)[CH2:23][C:22](=[O:41])[NH:21][c:9]2[c:8]1[cH:13][c:12]([O:14][CH2:15][CH3:16])[c:11]([C:17]([F:18])([F:19])[F:20])[cH:10]2. Starting materials: COC1=CC=C(CN2N=CC(=C2)C=2N=C(SC2C(F)(F)F)NC2=NC=CC(=N2)C)C=C1 (4-(1-(4-methoxybenzyl)-1H-pyrazol-4-yl)-N-(4-methylpyrimidin-2-yl)-5-(trifluoromethyl)thiazol-2-amine), FC(S(=O)(=O)O)(F)F (trifluoromethanesulfonic acid), C(=O)([O-])[O-].[Na+].[Na+] (Na2CO3). Solvent: C(=O)(C(F)(F)F)O (TFA). Product: CC1=NC(=NC=C1)NC=1SC(=C(N1)C=1C=NNC1)C(F)(F)F (N-(4-methylpyrimidin-2-yl)-4-(1H-pyrazol-4-yl)-5-(trifluoromethyl)thiazol-2-amine). Isolated yield 5.5%. Reaction SMILES: COC1C=CC(C[N:8]2[CH:12]=[C:11]([C:13]3[N:14]=[C:15]([NH:22][C:23]4[N:28]=[C:27]([CH3:29])[CH:26]=[CH:25][N:24]=4)[S:16][C:17]=3[C:18]([F:21])([F:20])[F:19])[CH:10]=[N:9]2)=CC=1.FC(F)(F)S(O)(=O)=O.C([O-])([O-])=O.[Na+].[Na+]>C(O)(C(F)(F)F)=O>[CH3:29][C:27]1[CH:26]=[CH:25][N:24]=[C:23]([NH:22][C:15]2[S:16][C:17]([C:18]([F:21])([F:19])[F:20])=[C:13]([C:11]3[CH:10]=[N:9][NH:8][CH:12]=3)[N:14]=2)[N:28]=1 |f:2.3.4|. Reported procedure: According to Scheme 9 Step 4: A solution of 4-(1-(4-methoxybenzyl)-1H-pyrazol-4-yl)-N-(4-methylpyrimidin-2-yl)-5-(trifluoromethyl)thiazol-2-amine (0.40 mmol, 180 mg) and trifluoromethanesulfonic acid (4.84 mmol, 430 μL) in TFA (1 mL) was stirred for 8 minutes at 80° C. under microwave activation. The reaction solution was neutralized with a saturated aqueous solution of Na2CO3 and extracted with AcOEt. The combined organic layers were dried over MgSO4, were filtered and were evaporated under red... Starting materials: CC(C)(C)c1ccc([N+](=O)[O-])cc1, O=C(O)C(F)(F)F, O=C1CCC(=O)N1Br, O=S(=O)(O)O. Product: CC(C)(C)c1ccc([N+](=O)[O-])cc1Br. As a reaction SMILES: [C:9]([CH3:10])([CH3:11])([CH3:12])[c:13]1[cH:14][cH:15][c:16]([N+:19](=[O:20])[O-:21])[cH:17][cH:18]1.[F:22][C:23]([F:24])([F:25])[C:26]([OH:27])=[O:28].[O:1]=[C:2]1[N:3]([Br:8])[C:4](=[O:5])[CH2:6][CH2:7]1.[S:29](=[O:30])(=[O:31])([OH:32])[OH:33]>>[Br:8][c:18]1[c:13]([C:9]([CH3:10])([CH3:11])[CH3:12])[cH:14][cH:15][c:16]([N+:19](=[O:20])[O-:21])[cH:17]1. Reactants: [Li+].[BH4-] (LiBH4), C(#N)C1=CC(=C(C(=O)OC)C=C1)O (Methyl 4-cyano-2-hydroxybenzoate), C1CCOC1 (THF), Cl (HCl). The product is OCC1=CC(=C(C#N)C=C1)O (4-Hydroxymethyl-2-hydroxybenzonitrile). As a reaction SMILES: [C:1]([C:3]1[CH:12]=[CH:11][C:6]([C:7](OC)=[O:8])=[C:5](O)[CH:4]=1)#[N:2].[Li+].[BH4-].Cl.C1C[O:20]CC1>>[OH:8][CH2:7][C:6]1[CH:11]=[CH:12][C:3]([C:1]#[N:2])=[C:4]([OH:20])[CH:5]=1 |f:1.2|. Procedure details: Methyl 4-cyano-2-hydroxybenzoate (0.50 g, 2.82 mmol) was dissolved in dry THF (30 mL), treated with LiBH4 (2.0 M solution in THF) (5.64 mL, 11.28 mmol), and heated at reflux for 18 hr. The reaction mixture was cooled to room temperature, poured into 1N HCl solution and extracted with EtOAc (2×). Organics combined and dried (MgSO4), filtered and concentrated to dryness to give the title compound which was used without further purification.